This data is from the Open Reaction Database (ORD), a public repository of structured organic reaction records. The task is: describe an organic reaction: reactants, conditions, products, and yield Starting materials: BrC=C(C)C1=C(C=C(C(=C1)F)F)Cl (1-(1-Bromoprop-1-en-2-yl)-2-chloro-4,5-difluorobenzene), CN1CC2=C(NC=3C=CC(=CC23)C)CC1 (2,8-Dimethyl-2,3,4,5-tetrahydro-1H-pyrido[4,3-b]indole), N1[C@H](C(=O)O)CCC1 (L-proline), P(=O)([O-])([O-])[O-].[K+].[K+].[K+] (potassium phosphate). Reagents/catalysts: [Cu]I (Copper (I) iodide). Solvent: CN(C)C=O (DMF). Reaction conditions: time 10 minute. The product is ClC1=C(C=C(C(=C1)F)F)/C(=C/N1C2=C(C=3C=C(C=CC13)C)CN(CC2)C)/C ((E)-5-(2-(2-chloro-4,5-difluorophenyl)prop-1-enyl)-2,8-dimethyl-2,3,4,5-tetrahydro-1H-pyrido[4,3-b]indole). RXN SMILES: [CH3:1][N:2]1[CH2:15][CH2:14][C:5]2[NH:6][C:7]3[CH:8]=[CH:9][C:10]([CH3:13])=[CH:11][C:12]=3[C:4]=2[CH2:3]1.N1CCC[C@H]1C(O)=O.P([O-])([O-])([O-])=O.[K+].[K+].[K+].Br[CH:33]=[C:34]([C:36]1[CH:41]=[C:40]([F:42])[C:39]([F:43])=[CH:38][C:37]=1[Cl:44])[CH3:35]>CN(C=O)C.[Cu]I>[Cl:44][C:37]1[CH:38]=[C:39]([F:43])[C:40]([F:42])=[CH:41][C:36]=1/[C:34](/[CH3:35])=[CH:33]/[N:6]1[C:7]2[CH:8]=[CH:9][C:10]([CH3:13])=[CH:11][C:12]=2[C:4]2[CH2:3][N:2]([CH3:1])[CH2:15][CH2:14][C:5]1=2 |f:2.3.4.5|. Reported procedure: 2,8-Dimethyl-2,3,4,5-tetrahydro-1H-pyrido[4,3-b]indole (200 mg, 1 mmol) was dissolved in DMF. Copper (I) iodide (19 mg, 0.1 mmol), L-proline (23 mg, 0.2 mmol) and potassium phosphate (424 mg, 2 mmol) were added and the reaction mixture was stirred for 10 min. at RT. 1-(1-Bromoprop-1-en-2-yl)-2-chloro-4,5-difluorobenzene (321 mg, 1.2 mmol) was added dropwise and the reaction mixture was purged with nitrogen. The reaction mixture was heated overnight at 85° C. (prolonged heating in some cases was ... Starting materials: [OH-].[Na+] (NaOH), C[Si](C(F)(F)F)(C)C (Trimethyl(trifluoromethyl)silane), BrCC1=C(C(=CC=C1)C)OC (1-bromomethyl-2-methoxy-3-methyl-benzene), [F-].[K+] (KF). The reagents and catalysts are [Cu]I (CuI). The solvent is O (water), CN(C)C=O (DMF), CN1CCCC1=O (NMP). Conditions: temperature 55 celsius. Product: COC1=C(C=CC=C1CC(F)(F)F)C (2-Methoxy-1-methyl-3-(2,2,2-trifluoro-ethyl)-benzene). Isolated yield 90.4%. RXN SMILES: C[Si](C)(C)[C:3]([F:6])([F:5])[F:4].Br[CH2:10][C:11]1[CH:16]=[CH:15][CH:14]=[C:13]([CH3:17])[C:12]=1[O:18][CH3:19].[F-].[K+].[OH-].[Na+]>CN(C=O)C.CN1C(=O)CCC1.[Cu]I.O>[CH3:19][O:18][C:12]1[C:13]([CH2:17][C:3]([F:6])([F:5])[F:4])=[CH:14][CH:15]=[CH:16][C:11]=1[CH3:10] |f:2.3,4.5|. Reported procedure: Trimethyl(trifluoromethyl)silane (25.39 mL, 162.5 mmol) was added to a stirred mixture of 1-bromomethyl-2-methoxy-3-methyl-benzene(19 g, 65 mmol), KF (9.44 g, 162.5 mmol), CuI (37.10 g, 195 mmol) in DMF (75 mL) and NMP (75 mL). The reaction mixture was heated to 55° C. under N2 for 15 hours. The mixture was poured into water, made basic with 1 N NaOH and extracted with EtOAc. The organic layers were washed with brine, dried over Na2SO4 and concentrated to a black oil. Flash column chromatography... The reactants are COC(=O)c1ccc(S(C)(=O)=O)c(CBr)c1Cl, CC#N, N#C[K], C1COCCOCCOCCOCCOCCO1. The product is COC(=O)c1ccc(S(C)(=O)=O)c(CC#N)c1Cl. Reaction SMILES: [Br:1][CH2:2][c:3]1[c:4]([Cl:17])[c:5]([C:6](=[O:7])[O:8][CH3:9])[cH:10][cH:11][c:12]1[S:13](=[O:14])(=[O:15])[CH3:16].[CH3:39][C:40]#[N:41].[K:36][C:37]#[N:38].[O:18]1[CH2:19][CH2:20][O:21][CH2:22][CH2:23][O:24][CH2:25][CH2:26][O:27][CH2:28][CH2:29][O:30][CH2:31][CH2:32][O:33][CH2:34][CH2:35]1>>[CH2:2]([c:3]1[c:4]([Cl:17])[c:5]([C:6](=[O:7])[O:8][CH3:9])[cH:10][cH:11][c:12]1[S:13](=[O:14])(=[O:15])[CH3:16])[C:37]#[N:38].